describe an organic reaction: reactants, conditions, products, and yield From a dataset of the Open Reaction Database (ORD), a public repository of structured organic reaction records. The reactants are [I-].C(C)(C)[P+](C1=CC=CC=C1)(C1=CC=CC=C1)C1=CC=CC=C1 (Isopropyltriphenylphosphonium iodide), BrCCCCCCCCCCC=O (1-bromo-11-oxoundecane), C(CCC)[Li] (n-butyllithium). The solvent is O1CCCC1 (tetrahydrofuran), O1CCCC1 (tetrahydrofuran), CCCCCC (hexane). Run at temperature -40 celsius. Yields the product BrCCCCCCCCCCC=C(C)C (1-bromo-12-methyl-11-tridecene). Reaction SMILES: [I-].[CH:2]([P+](C1C=CC=CC=1)(C1C=CC=CC=1)C1C=CC=CC=1)([CH3:4])[CH3:3].C([Li])CCC.[Br:29][CH2:30][CH2:31][CH2:32][CH2:33][CH2:34][CH2:35][CH2:36][CH2:37][CH2:38][CH2:39][CH:40]=O>O1CCCC1.CCCCCC>[Br:29][CH2:30][CH2:31][CH2:32][CH2:33][CH2:34][CH2:35][CH2:36][CH2:37][CH2:38][CH2:39][CH:40]=[C:2]([CH3:4])[CH3:3] |f:0.1|. Reported procedure: Isopropyltriphenylphosphonium iodide (6 g, 14 mmoles) was suspended in tetrahydrofuran (120 ml), stirred at -40° C. and treated with n-butyllithium (14 mmoles) dissolved in hexane (2.5M). The mixture was stirred at -40° C. for 15 minutes, cooled to -75° C. and treated with a solution of 1-bromo-11-oxoundecane (2.8 g, 11.5 mmoles) in tetrahydrofuran (30 ml). The mixture was stirred at -75° C. for 15 minutes, allowed to warm to 25° C. and concentrated in vacuo. The residue was triturated with hexa... The reactants are O=C([O-])[O-], CC(C)=O, ClCc1ccccc1, [I-], [K+], [K+], [K+], Cc1c(O)ccc2c1OC(C)(C)CC2=O. Yields the product Cc1c(OC(=O)c2ccccc2)ccc2c1OC(C)(C)CC2=O. Reaction SMILES: [C:24]([O-:25])(=[O:26])[O-:27].[CH3:32][C:33](=[O:34])[CH3:35].[Cl:16][CH2:17][c:18]1[cH:19][cH:20][cH:21][cH:22][cH:23]1.[I-:31].[K+:28].[K+:29].[K+:30].[OH:1][c:2]1[cH:3][cH:4][c:5]2[c:10]([c:11]1[CH3:12])[O:9][C:8]([CH3:13])([CH3:14])[CH2:7][C:6]2=[O:15]>>[O:1]([c:2]1[cH:3][cH:4][c:5]2[c:10]([c:11]1[CH3:12])[O:9][C:8]([CH3:13])([CH3:14])[CH2:7][C:6]2=[O:15])[C:17]([c:18]1[cH:19][cH:20][cH:21][cH:22][cH:23]1)=[O:25]. Reactants: NOCc1ccc(Br)cc1, O=C(c1ccccc1)c1cc(Cl)ccc1NS(=O)(=O)C(F)(F)F, CC(=O)[O-], CCO, Cl, [Na+]. The product is O=S(=O)(Nc1ccc(Cl)cc1C(=NOCc1ccc(Br)cc1)c1ccccc1)C(F)(F)F. As a reaction SMILES: [Br:25][c:26]1[cH:27][cH:28][c:29]([CH2:30][O:31][NH2:32])[cH:33][cH:34]1.[C:1]([c:2]1[cH:3][cH:4][cH:5][cH:6][cH:7]1)(=[O:8])[c:9]1[c:10]([NH:16][S:17](=[O:18])(=[O:19])[C:20]([F:21])([F:22])[F:23])[cH:11][cH:12][c:13]([Cl:15])[cH:14]1.[C:35]([O-:36])(=[O:37])[CH3:38].[CH3:40][CH2:41][OH:42].[ClH:24].[Na+:39]>>[C:1]([c:2]1[cH:3][cH:4][cH:5][cH:6][cH:7]1)([c:9]1[c:10]([NH:16][S:17](=[O:18])(=[O:19])[C:20]([F:21])([F:22])[F:23])[cH:11][cH:12][c:13]([Cl:15])[cH:14]1)=[N:32][O:31][CH2:30][c:29]1[cH:28][cH:27][c:26]([Br:25])[cH:34][cH:33]1.